From a dataset of the Open Reaction Database (ORD), a public repository of structured organic reaction records. describe an organic reaction: reactants, conditions, products, and yield The reactants are COc1ccccc1, Cc1ccccc1, CN1CCNCC1, CC(C)O, [Cl-], [Cl-], [Cl-], [Cl-], O=C1Nc2ccc(Cl)cc2Cn2cccc21, [NH4+], [OH-], [Ti+4]. Product: CN1CCN(C2=Nc3ccc(Cl)cc3Cn3cccc32)CC1. RXN SMILES: [CH3:1][O:2][c:3]1[cH:4][cH:5][cH:6][cH:7][cH:8]1.[CH3:39][c:40]1[cH:41][cH:42][cH:43][cH:44][cH:45]1.[CH3:9][N:10]1[CH2:11][CH2:12][NH:13][CH2:14][CH2:15]1.[CH:46]([OH:47])([CH3:48])[CH3:49].[Cl-:34].[Cl-:35].[Cl-:36].[Cl-:37].[Cl:16][c:17]1[cH:18][cH:19][c:20]2[c:21]([cH:31]1)[CH2:22][n:23]1[c:24]([cH:28][cH:29][cH:30]1)[C:25](=[O:27])[NH:26]2.[NH4+:32].[OH-:33].[Ti+4:38]>>[CH3:9][N:10]1[CH2:11][CH2:12][N:13]([C:25]2=[N:26][c:20]3[cH:19][cH:18][c:17]([Cl:16])[cH:31][c:21]3[CH2:22][n:23]3[c:24]2[cH:28][cH:29][cH:30]3)[CH2:14][CH2:15]1. Starting materials: CCOCC, ClP(Cl)(Cl)(Cl)Cl, O=C(O)c1ccc(F)cc1I. The product is O=C(Cl)c1ccc(F)cc1I. RXN SMILES: [CH3:18][CH2:19][O:20][CH2:21][CH3:22].[Cl:12][P:13]([Cl:14])([Cl:15])([Cl:16])[Cl:17].[I:1][c:2]1[c:3]([C:4](=[O:5])[OH:6])[cH:7][cH:8][c:9]([F:11])[cH:10]1>>[I:1][c:2]1[c:3]([C:4](=[O:5])[Cl:12])[cH:7][cH:8][c:9]([F:11])[cH:10]1. Starting materials: C1(CCCCC1)N=C=NC1CCCCC1 (1,3-Dicyclohexylcarbodiimide), NC[C@H]1CN(C(O1)=O)C1=CC(=C(C=C1)C=1SCC(NN1)=O)F (2-[4-(5(S)-aminomethyl-2-oxo-oxazolidin-3-yl)-2-fluorophenyl]-4H-[1,3,4]thiadiazin-5-one), C(C)(C)N(C(C)C)CC (N,N-diisopropylethylamine), C(CC)(=O)O (propionic acid). The solvent is CN(C)C=O (DMF). Reaction conditions: time 8 hour. Yields the product FC=1C=C(C=CC1C=1SCC(NN1)=O)N1C(O[C@H](C1)CNC(CC)=O)=O (N-{3-[3-Fluoro-4-(5-oxo-5,6-dihydro-4H-[1,3,4]thiadiazin-2-yl)-phenyl]-2-oxo-oxazolidin-5(S)-ylmethyl}-propionamide). The yield is 89.5%. Reaction SMILES: C1(N=C=NC2CCCCC2)CCCCC1.[NH2:16][CH2:17][C@@H:18]1[O:22][C:21](=[O:23])[N:20]([C:24]2[CH:29]=[CH:28][C:27]([C:30]3[S:31][CH2:32][C:33](=[O:36])[NH:34][N:35]=3)=[C:26]([F:37])[CH:25]=2)[CH2:19]1.C(N(CC)C(C)C)(C)C.[C:47](O)(=[O:50])[CH2:48][CH3:49]>CN(C=O)C>[F:37][C:26]1[CH:25]=[C:24]([N:20]2[CH2:19][C@H:18]([CH2:17][NH:16][C:47](=[O:50])[CH2:48][CH3:49])[O:22][C:21]2=[O:23])[CH:29]=[CH:28][C:27]=1[C:30]1[S:31][CH2:32][C:33](=[O:36])[NH:34][N:35]=1. Procedure: 1,3-Dicyclohexylcarbodiimide (0.153 g, 0.740 mmol) is added to a mixture of 2-[4-(5(S)-aminomethyl-2-oxo-oxazolidin-3-yl)-2-fluorophenyl]-4H-[1,3,4]thiadiazin-5-one (0.200 g, 0.617 mmol), N,N-diisopropylethylamine (0.161 ml, 0.927 mmol) and propionic acid (0.051 ml, 0.680 mmol) in DMF (3 ml). The mixture is stirred overnight at room temperature and then partially evaporated under vacuum. The residue is diluted with water (5 ml) and the resulting precipitate is filtered and dried under vacuum. Pu... The reactants are COc1ccc(N(C(=O)CN2C(=O)C(Cc3nn(C(=O)OC(C)(C)C)c4ccccc34)C(=O)N(c3ccsc3)c3ccccc32)C(C)C)cc1, CCOCC, Cl, C1COCCO1. Product: COc1ccc(N(C(=O)CN2C(=O)C(Cc3n[nH]c4ccccc34)C(=O)N(c3ccsc3)c3ccccc32)C(C)C)cc1. RXN SMILES: [C:1]([O:2][C:3](=[O:4])[n:8]1[n:9][c:10]([CH2:17][CH:18]2[C:19](=[O:50])[N:20]([c:45]3[cH:46][s:47][cH:48][cH:49]3)[c:21]3[c:22]([cH:41][cH:42][cH:43][cH:44]3)[N:23]([CH2:26][C:27](=[O:28])[N:29]([c:30]3[cH:31][cH:32][c:33]([O:36][CH3:37])[cH:34][cH:35]3)[CH:38]([CH3:39])[CH3:40])[C:24]2=[O:25])[c:11]2[cH:12][cH:13][cH:14][cH:15][c:16]12)([CH3:5])([CH3:6])[CH3:7].[CH3:52][CH2:53][O:54][CH2:55][CH3:56].[ClH:51].[O:57]1[CH2:58][CH2:59][O:60][CH2:61][CH2:62]1>>[nH:8]1[n:9][c:10]([CH2:17][CH:18]2[C:19](=[O:50])[N:20]([c:45]3[cH:46][s:47][cH:48][cH:49]3)[c:21]3[c:22]([cH:41][cH:42][cH:43][cH:44]3)[N:23]([CH2:26][C:27](=[O:28])[N:29]([c:30]3[cH:31][cH:32][c:33]([O:36][CH3:37])[cH:34][cH:35]3)[CH:38]([CH3:39])[CH3:40])[C:24]2=[O:25])[c:11]2[cH:12][cH:13][cH:14][cH:15][c:16]12.